Dataset: the Open Reaction Database (ORD), a public repository of structured organic reaction records. Task: describe an organic reaction: reactants, conditions, products, and yield Reactants: Example 14 ( a ), CN(C=O)C (dimethylformamide), COC1=C(C(=O)C2=C(C=[N+](C=C2OC)[O-])Cl)C(=CC(=C1OC)OC)C (4-(2,3,4-trimethoxy-6-methylbenzoyl)-3-chloro-5-methoxypyridine-N-oxide), P(=O)(Br)(Br)Br (phosphorus oxybromide). The solvent is C1(=CC=CC=C1)C (toluene). Product: COC1=C(C(=O)C2=C(C(=NC=C2OC)Br)Cl)C(=CC(=C1OC)OC)C (4-(2,3,4-trimethoxy-6-methylbenzoyl)-2bromo-3-chloro-5-methoxypyridine). Isolated yield 743.0%. Reaction SMILES: CN(C)C=O.P(Br)(Br)([Br:8])=O.[CH3:11][O:12][C:13]1[C:30]([O:31][CH3:32])=[C:29]([O:33][CH3:34])[CH:28]=[C:27]([CH3:35])[C:14]=1[C:15]([C:17]1[C:22]([O:23][CH3:24])=[CH:21][N+:20]([O-])=[CH:19][C:18]=1[Cl:26])=[O:16]>C1(C)C=CC=CC=1>[CH3:11][O:12][C:13]1[C:30]([O:31][CH3:32])=[C:29]([O:33][CH3:34])[CH:28]=[C:27]([CH3:35])[C:14]=1[C:15]([C:17]1[C:22]([O:23][CH3:24])=[CH:21][N:20]=[C:19]([Br:8])[C:18]=1[Cl:26])=[O:16]. Procedure: 5 ml of dimethylformamide was added to 2.5 ml of toluene, the mixture was cooled with ice, and 0.7 g (0.2 mmol) of phosphorus oxybromide was dropwise added thereto. After the mixture was stirred under cooling with ice for 10 minutes, 0.42 g (0.1 mmol) of 4-(2,3,4-trimethoxy-6-methylbenzoyl)-3-chloro-5-methoxypyridine-N-oxide obtained in Synthesis Example 14 (a) was added thereto. After the mixture was stirred under cooling with ice for 30 minutes, the temperature was recovered to room temperatur... Reactants: Cl, Fc1ccc2cc[nH]c2c1, O=C1CCNCC1, O, O=[Pt]=O. The product is Fc1ccc2c(C3CCNCC3)c[nH]c2c1. As a reaction SMILES: [ClH:11].[F:1][c:2]1[cH:3][cH:4][c:5]2[cH:6][cH:7][nH:8][c:9]2[cH:10]1.[NH:13]1[CH2:14][CH2:15][C:16](=[O:19])[CH2:17][CH2:18]1.[OH2:12].[Pt:20](=[O:21])=[O:22]>>[F:1][c:2]1[cH:3][cH:4][c:5]2[c:6]([CH:16]3[CH2:15][CH2:14][NH:13][CH2:18][CH2:17]3)[cH:7][nH:8][c:9]2[cH:10]1. Starting materials: C(CCC)C1=NOC(=C1/C=C/C=1SC(=C(N1)C)C(=O)O)C (2-[(E)-2-(3-butyl-5-methyl-isoxazol-4-yl)-vinyl]-4-methyl-thiazole-5-carboxylic acid), Cl.COC1CNC1 (3-methoxy-azetidine hydrochloride). Product: C(CCC)C1=NOC(=C1/C=C/C=1SC(=C(N1)C)C(=O)N1CC(C1)OC)C ({2-[(E)-2-(3-Butyl-5-methyl-isoxazol-4-yl)-vinyl]-4-methyl-thiazol-5-yl}-(3-methoxy-azetidin-1-yl)-methanone). Yield: 24.0%. As a reaction SMILES: [CH2:1]([C:5]1[C:9](/[CH:10]=[CH:11]/[C:12]2[S:13][C:14]([C:18]([OH:20])=O)=[C:15]([CH3:17])[N:16]=2)=[C:8]([CH3:21])[O:7][N:6]=1)[CH2:2][CH2:3][CH3:4].Cl.[CH3:23][O:24][CH:25]1[CH2:28][NH:27][CH2:26]1>>[CH2:1]([C:5]1[C:9](/[CH:10]=[CH:11]/[C:12]2[S:13][C:14]([C:18]([N:27]3[CH2:28][CH:25]([O:24][CH3:23])[CH2:26]3)=[O:20])=[C:15]([CH3:17])[N:16]=2)=[C:8]([CH3:21])[O:7][N:6]=1)[CH2:2][CH2:3][CH3:4] |f:1.2|. Procedure: As described for example 108, 2-[(E)-2-(3-butyl-5-methyl-isoxazol-4-yl)-vinyl]-4-methyl-thiazole-5-carboxylic acid (200 mg, 0.65 mmol) was converted, using 3-methoxy-azetidine hydrochloride instead of 3,3-difluoroazetidine hydrochloride, to the title compound (58 mg, 24%) which was obtained as a light yellow oil. MS: m/e=376.3 [M+H]+. Reactants: ClC1=NC(N(C(=C1C=1N(CCN1)C(C)=O)Cl)N)C (4,6-dichloro-2-methyl-5-(1-acetyl-2-imidazolin-2-yl)-aminopyrimidine), CO (methanol). Yields the product ClC1=NC(N(C(=C1C=1NCCN1)OC)N)C (4-chloro-6-methoxy-2-methyl-5-(2-imidazolin-2-yl)-aminopyrimidine). The yield is 80.0%. Reaction SMILES: [Cl:1][C:2]1[C:7]([C:8]2[N:9](C(=O)C)[CH2:10][CH2:11][N:12]=2)=[C:6](Cl)[N:5]([NH2:17])[CH:4]([CH3:18])[N:3]=1.[CH3:19][OH:20]>>[Cl:1][C:2]1[C:7]([C:8]2[NH:9][CH2:10][CH2:11][N:12]=2)=[C:6]([O:20][CH3:19])[N:5]([NH2:17])[CH:4]([CH3:18])[N:3]=1. Reported procedure: 10.0 g 4,6-dichloro-2-methyl-5-(1-acetyl-2-imidazolin-2-yl)-aminopyrimidine are boiled in 400 ml methanol for 48 hours under reflux. The solution is concentrated, and the residue mixed with warm tetrahydrofuran. The crystals are recrystallized from isopropanol/ether. 6.4 g (80%) of 4-chloro-6-methoxy-2-methyl-5-(2-imidazolin-2-yl)-aminopyrimidine is obtained as the hydrochloride, melting point 189° C. Melting point of the base 217°-219° C. (decomposition). 1H-NMR spectrum is DMSO-d6, delta value...